This data is from the Open Reaction Database (ORD), a public repository of structured organic reaction records. The task is: describe an organic reaction: reactants, conditions, products, and yield Reactants: CCN1CCCC(N)C1, CCO, O=C1Nc2cccnc2N(C(=O)CCl)c2ccccc21, [Na+], [Na+], O=C([O-])[O-]. Yields the product CCN1CCCC(NCC(=O)N2c3ccccc3C(=O)Nc3cccnc32)C1. Reaction SMILES: [CH2:27]([CH3:28])[N:29]1[CH2:30][CH:31]([NH2:35])[CH2:32][CH2:33][CH2:34]1.[CH3:36][CH2:37][OH:38].[Cl:1][CH2:2][C:3](=[O:4])[N:5]1[c:6]2[c:7]([cH:17][cH:18][cH:19][n:20]2)[NH:8][C:9](=[O:16])[c:10]2[c:11]1[cH:12][cH:13][cH:14][cH:15]2.[Na+:21].[Na+:22].[O-:23][C:24](=[O:25])[O-:26]>>[CH2:2]([C:3](=[O:4])[N:5]1[c:6]2[c:7]([cH:17][cH:18][cH:19][n:20]2)[NH:8][C:9](=[O:16])[c:10]2[c:11]1[cH:12][cH:13][cH:14][cH:15]2)[NH:35][CH:31]1[CH2:30][N:29]([CH2:27][CH3:28])[CH2:34][CH2:33][CH2:32]1. The reactants are [H][H] (hydrogen), 34, [N+](=O)([O-])C=1C=CC2=C(CCC(O2)COC2OCCCC2)C1 (3,4-dihydro-6-nitro-2-[[(tetrahydro-2H-pyran-2-yl)oxy]methyl]-2H-1-benzopyran), S1C=CC=C1 (thiophene). Reagents/catalysts: [Pd] (palladium-on-charcoal). The solvent is CO (methanol), CO (methanol). Yields the product O1C(CCCC1)OCC1OC2=C(CC1)C=C(C=C2)N (3,4-dihydro-2-[[(tetrahydro-2H-pyran-2-yl)oxy]methyl]-2H-1-benzopyran-6-amine), intermediate 10. The yield is 100.0%. As a reaction SMILES: [N+:1]([C:4]1[CH:5]=[CH:6][C:7]2[O:12][CH:11]([CH2:13][O:14][CH:15]3[CH2:20][CH2:19][CH2:18][CH2:17][O:16]3)[CH2:10][CH2:9][C:8]=2[CH:21]=1)([O-])=O.S1C=CC=C1.[H][H]>CO.[Pd]>[O:16]1[CH2:17][CH2:18][CH2:19][CH2:20][CH:15]1[O:14][CH2:13][CH:11]1[CH2:10][CH2:9][C:8]2[CH:21]=[C:4]([NH2:1])[CH:5]=[CH:6][C:7]=2[O:12]1. Procedure details: A mixture of 34 parts of 3,4-dihydro-6-nitro-2-[[(tetrahydro-2H-pyran-2-yl)oxy]methyl]-2H-1-benzopyran, 1 part of a solution of thiophene in methanol 4% and 200 parts of methanol was hydrogenated at normal pressure and at room temperature with 2 parts of palladium-on-charcoal catalyst 10%. After the calculated amount of hydrogen was taken up, the catalyst was filtered off and the filtrate was evaporated, yielding 31 parts (100%) of 3,4-dihydro-2-[[(tetrahydro-2H-pyran-2-yl)oxy]methyl]-2H-1-benzo... Starting materials: C(C1=CC=CC=C1)OC1=CC(=C(C[C@H]2C(N(CC2)C2CC3=CNN=C3CC2)=O)C(=C1)C)C ((R)-3-(4-Benzyloxy-2,6-dimethyl-benzyl)-1-(4,5,6,7-tetrahydro-2H-indazol-5-yl)-pyrrolidin-2-one). Reagents/catalysts: [OH-].[OH-].[Pd+2] (Palladium Hydroxide on carbon). Run in CCO (EtOH). Conditions: time 2 day. Yields the product OC1=CC(=C(C[C@H]2C(N(CC2)C2CC3=CNN=C3CC2)=O)C(=C1)C)C ((R)-3-(4-Hydroxy-2,6-dimethyl-benzyl)-1-(4,5,6,7-tetrahydro-2H-indazol-5-yl)-pyrrolidin-2-one). The yield is 65.9%. RXN SMILES: C([O:8][C:9]1[CH:30]=[C:29]([CH3:31])[C:12]([CH2:13][C@@H:14]2[CH2:18][CH2:17][N:16]([CH:19]3[CH2:27][CH2:26][C:25]4[C:21](=[CH:22][NH:23][N:24]=4)[CH2:20]3)[C:15]2=[O:28])=[C:11]([CH3:32])[CH:10]=1)C1C=CC=CC=1>CCO.[OH-].[OH-].[Pd+2]>[OH:8][C:9]1[CH:30]=[C:29]([CH3:31])[C:12]([CH2:13][C@@H:14]2[CH2:18][CH2:17][N:16]([CH:19]3[CH2:27][CH2:26][C:25]4[C:21](=[CH:22][NH:23][N:24]=4)[CH2:20]3)[C:15]2=[O:28])=[C:11]([CH3:32])[CH:10]=1 |f:2.3.4|. Reported procedure: Treat a solution of (R)-3-(4-Benzyloxy-2,6-dimethyl-benzyl)-1-(4,5,6,7-tetrahydro-2H-indazol-5-yl)-pyrrolidin-2-one (Preparation 64) (1.65 g, 3.8 mmol) in EtOH (20 mL) with Palladium Hydroxide on carbon (1.7 g). Purge the solution with Hydrogen and pressurize to 35 psi. The reaction stirs 2 days at 35 psi of hydrogen. Filter the reaction through celite to remove catalyst. Purify the crude by silica gel column chromatography using CH2Cl2 and 2M Ammonia in MeOH to elute the pure product. Remove th... Starting materials: [Br-], CC[N+](CC)(CC)CC, O=C(O)C=CC=Cc1ccccc1, ClCC1CO1, O. Yields the product O=C(C=CC=Cc1ccccc1)OCC1CO1. As a reaction SMILES: [Br-:19].[CH2:20]([N+:21]([CH2:22][CH3:23])([CH2:24][CH3:25])[CH2:26][CH3:27])[CH3:28].[CH:1]([CH:2]=[CH:3][c:4]1[cH:5][cH:6][cH:7][cH:8][cH:9]1)=[CH:10][C:11](=[O:12])[OH:13].[Cl:14][CH2:15][CH:16]1[CH2:17][O:18]1.[OH2:29]>>[CH:1]([CH:2]=[CH:3][c:4]1[cH:5][cH:6][cH:7][cH:8][cH:9]1)=[CH:10][C:11](=[O:12])[O:13][CH2:15][CH:16]1[CH2:17][O:18]1. Reactants: CC(C)N=C=NC(C)C, Cl, NCC1COc2ccccc2O1, CN(C)C=O, O, On1nnc2ccccc21, O=C(O)CCCc1c[nH]c2ccccc12. The product is c1ccc2c(c1)OCC(CNCCCCc1c[nH]c3ccccc13)O2. Reaction SMILES: [CH3:27][CH:28]([N:29]=[C:30]=[N:31][CH:32]([CH3:33])[CH3:34])[CH3:35].[ClH:36].[O:37]1[CH:38]([CH2:47][NH2:48])[CH2:39][O:40][c:41]2[c:42]1[cH:43][cH:44][cH:45][cH:46]2.[O:49]=[CH:50][N:51]([CH3:52])[CH3:53].[OH2:16].[OH:17][n:18]1[c:19]2[cH:20][cH:21][cH:22][cH:23][c:24]2[n:25][n:26]1.[nH:1]1[cH:2][c:3]([CH2:10][CH2:11][CH2:12][C:13]([OH:14])=[O:15])[c:4]2[cH:5][cH:6][cH:7][cH:8][c:9]12>>[nH:1]1[cH:2][c:3]([CH2:10][CH2:11][CH2:12][CH2:13][NH:48][CH2:47][CH:38]2[O:37][c:42]3[c:41]([cH:46][cH:45][cH:44][cH:43]3)[O:40][CH2:39]2)[c:4]2[cH:5][cH:6][cH:7][cH:8][c:9]12.